This data is from the Open Reaction Database (ORD), a public repository of structured organic reaction records. The task is: describe an organic reaction: reactants, conditions, products, and yield The reactants are CCO, Cl, CC(=O)Nc1ccncc1N1CCN(c2ccc3ncsc3c2)C1=O. Yields the product Cl, Nc1ccncc1N1CCN(c2ccc3ncsc3c2)C1=O. Reaction SMILES: [CH3:27][CH2:28][OH:29].[ClH:1].[s:2]1[cH:3][n:4][c:5]2[c:6]1[cH:7][c:8]([N:11]1[C:12](=[O:26])[N:13]([c:16]3[cH:17][n:18][cH:19][cH:20][c:21]3[NH:22][C:23](=[O:24])[CH3:25])[CH2:14][CH2:15]1)[cH:9][cH:10]2>>[ClH:1].[s:2]1[cH:3][n:4][c:5]2[c:6]1[cH:7][c:8]([N:11]1[C:12](=[O:26])[N:13]([c:16]3[cH:17][n:18][cH:19][cH:20][c:21]3[NH2:22])[CH2:14][CH2:15]1)[cH:9][cH:10]2. The reactants are C(C)(C)(C)OC(=O)N([C@@H]1CC[C@H](CC1)C(=O)O)C (trans-4-(tert-butoxycarbonyl-methyl-amino)-cyclohexanecarboxylic acid), Cl (HCl). The solvent is O1CCOCC1 (dioxane), O1CCOCC1 (dioxane). Run at temperature 10 celsius. Yields the product Cl.CN[C@@H]1CC[C@H](CC1)C(=O)O (trans-4-methylamino-cyclohexanecarboxylic acid-HCl). The yield is 97.1%. RXN SMILES: C(O[C:6]([N:8](C)[C@H:9]1[CH2:14][CH2:13][C@H:12]([C:15]([OH:17])=[O:16])[CH2:11][CH2:10]1)=O)(C)(C)C.[ClH:19]>O1CCOCC1>[ClH:19].[CH3:6][NH:8][C@H:9]1[CH2:14][CH2:13][C@H:12]([C:15]([OH:17])=[O:16])[CH2:11][CH2:10]1 |f:3.4|. Procedure: A solution of 5.15 g (20.0 mmol) of trans-4-(tert-butoxycarbonyl-methyl-amino)-cyclohexanecarboxylic acid was dissolved in 50 mL of dioxane, cooled to 10° C. and treated with 50 mL (200 mmol, 10 eq) of 4M HCl in dioxane, then warmed to RT overnight. The solution was evaporated to ca. 15 mL, cooled to 0° C. and precipitated with ˜100 mL of Et2O. The solid precipitate was filtrated, washed with Et2O (×3) and dried under reduced pressure to yield 3.76 g (97%) of trans-4-methylamino-cyclohexanecarbo... Reactants: O1CCC(=CC1)C=1C=C(C(=O)OC)C=CC1OC1OCCCC1 (Methyl 3-(3,6-dihydro-2H-pyran-4-yl)-4-(tetrahydro-2H-pyran-2-yloxy)benzoate), CC1=CC=C(C=C1)S(=O)(=O)[O-].C1=CC=[NH+]C=C1 (PPTS). Run in CO (MeOH). Reaction conditions: temperature 45 celsius, time 19 hour. Yields the product O1CCC(=CC1)C=1C=C(C(=O)OC)C=CC1O (Methyl 3-(3,6-dihydro-2H-pyran-4-yl)-4-hydroxybenzoate). The yield is 67.0%. As a reaction SMILES: [O:1]1[CH2:6][CH:5]=[C:4]([C:7]2[CH:8]=[C:9]([CH:14]=[CH:15][C:16]=2[O:17]C2CCCCO2)[C:10]([O:12][CH3:13])=[O:11])[CH2:3][CH2:2]1.CC1C=CC(S([O-])(=O)=O)=CC=1.C1C=C[NH+]=CC=1>CO>[O:1]1[CH2:2][CH:3]=[C:4]([C:7]2[CH:8]=[C:9]([CH:14]=[CH:15][C:16]=2[OH:17])[C:10]([O:12][CH3:13])=[O:11])[CH2:5][CH2:6]1 |f:1.2|. Procedure: To a stirred mixture of 66.46C (0.73 g, 2.30 mmol) in MeOH (10 mL) was added PPTS (58.8 mg, 0.234 mmol). The mixture was heated to 45° C. and monitored with TLC and LCMS. After 19 hours, the organic solvent was removed under reduced pressure and the residue was purified on silica gel (0-25% EtOAc in hexanes) to afford 66.46D (361 mg, 67% yield). 1H NMR (400 MHz, CDCl3) δ ppm 7.87 (2H, td, J=8.7, 2.2 Hz), 6.95 (1H, d, J=8.6 Hz), 6.00 (1H, m), 5.94 (1H, s), 4.34 (2H, q, J=2.7 Hz), 3.97 (2H, t, J=5...